Dataset: the Open Reaction Database (ORD), a public repository of structured organic reaction records. Task: describe an organic reaction: reactants, conditions, products, and yield Starting materials: ClCCl (dichloromethane), BrC1=CC=C(C=C1)NC(=O)N1C(CN(CC1)C(=O)OC(C)(C)C)COC=1C=NC=CC1 (tert-butyl 4-(4-bromophenylcarbamoyl)-3-((pyridin-3-yloxy)methyl)piperazine-1-carboxylate), COC1=CC=C(C=C1)B(O)O ((4-methoxyphenyl)boronic acid), C([O-])([O-])=O.[Na+].[Na+] (sodium carbonate). Run in C1(=CC=CC=C1)C (toluene), O1CCOCC1 (1,4-dioxane), O (water). Reaction conditions: temperature 80 celsius. Yields the product COC1=CC=C(C=C1)C1=CC=C(C=C1)NC(=O)N1C(CN(CC1)C(=O)OC(C)(C)C)COC=1C=NC=CC1 (tert-butyl 4-(4′-methoxybiphenyl-4-ylcarbamoyl)-3-((pyridin-3-yloxy)methyl)piperazine-1-carboxylate). As a reaction SMILES: ClCCl.Br[C:5]1[CH:10]=[CH:9][C:8]([NH:11][C:12]([N:14]2[CH2:19][CH2:18][N:17]([C:20]([O:22][C:23]([CH3:26])([CH3:25])[CH3:24])=[O:21])[CH2:16][CH:15]2[CH2:27][O:28][C:29]2[CH:30]=[N:31][CH:32]=[CH:33][CH:34]=2)=[O:13])=[CH:7][CH:6]=1.[CH3:35][O:36][C:37]1[CH:42]=[CH:41][C:40](B(O)O)=[CH:39][CH:38]=1.C(=O)([O-])[O-].[Na+].[Na+]>C1(C)C=CC=CC=1.O1CCOCC1.O>[CH3:35][O:36][C:37]1[CH:42]=[CH:41][C:40]([C:5]2[CH:6]=[CH:7][C:8]([NH:11][C:12]([N:14]3[CH2:19][CH2:18][N:17]([C:20]([O:22][C:23]([CH3:26])([CH3:25])[CH3:24])=[O:21])[CH2:16][CH:15]3[CH2:27][O:28][C:29]3[CH:30]=[N:31][CH:32]=[CH:33][CH:34]=3)=[O:13])=[CH:9][CH:10]=2)=[CH:39][CH:38]=1 |f:3.4.5|. Procedure: [1,1′-bis(diphenylphosphino)ferrocene]-dichloropalladium(II) complex with dichloromethane (1:1) (8.3 mg, 0.010 mmol) was added to a mixture of tert-butyl 4-(4-bromophenylcarbamoyl)-3-((pyridin-3-yloxy)methyl)piperazine-1-carboxylate (100 mg, 0.204 mmol, prepared as in Example 2, Step 1), (4-methoxyphenyl)boronic acid (61.9 mg, 0.407 mmol) and sodium carbonate (42.4 mg, 0.407 mmol) in toluene (4 mL), 1,4-dioxane (1 mL), and water (1 mL). The reaction mixture was heated to 80° C. for 3 h. Upon coo...